From a dataset of the Open Reaction Database (ORD), a public repository of structured organic reaction records. describe an organic reaction: reactants, conditions, products, and yield The reactants are ClC1=C(N)C=CC(=C1)[N+](=O)[O-] (2-chloro-4-nitroaniline), C1(=CC=CC=C1)S(=O)(=O)Cl (benzenesulphonyl chloride). Solvent: N1=CC=CC=C1 (pyridine). Conditions: temperature 100 celsius. The product is ClC1=C(C=CC(=C1)[N+](=O)[O-])NS(=O)(=O)C1=CC=CC=C1 (N-(2-chloro-4-nitrophenyl)benzenesulphonamide). Reaction SMILES: [Cl:1][C:2]1[CH:8]=[C:7]([N+:9]([O-:11])=[O:10])[CH:6]=[CH:5][C:3]=1[NH2:4].[C:12]1([S:18](Cl)(=[O:20])=[O:19])[CH:17]=[CH:16][CH:15]=[CH:14][CH:13]=1>N1C=CC=CC=1>[Cl:1][C:2]1[CH:8]=[C:7]([N+:9]([O-:11])=[O:10])[CH:6]=[CH:5][C:3]=1[NH:4][S:18]([C:12]1[CH:17]=[CH:16][CH:15]=[CH:14][CH:13]=1)(=[O:20])=[O:19]. Procedure: A mixture of 2-chloro-4-nitroaniline (4.33 g), benzenesulphonyl chloride (3.25 ml) and pyridine (2.5 ml) was stirred and heated to 100° C. for 18 hours. The mixture was cooled to ambient temperature and partitioned between methylene chloride and 2M aqueous hydrochloric acid. The organic phase was washed with water, dried and evaporated. The residue was recrystallised from ethyl acetate to give N-(2-chloro-4-nitrophenyl)benzenesulphonamide (6.07 g), m.p. 155°-157° C. Starting materials: C1COCCN1, ClCCl, CCOC(=O)C(Cc1ccccc1)CS(=O)(=O)Cl, Cl. Yields the product CCOC(=O)C(Cc1ccccc1)CS(=O)(=O)N1CCOCC1. RXN SMILES: [CH2:1]1[CH2:2][O:3][CH2:4][CH2:5][NH:6]1.[CH2:26]([Cl:27])[Cl:28].[CH2:7]([c:8]1[cH:9][cH:10][cH:11][cH:12][cH:13]1)[CH:14]([C:15](=[O:16])[O:17][CH2:18][CH3:19])[CH2:20][S:21](=[O:22])(=[O:23])[Cl:24].[ClH:25]>>[CH2:1]1[CH2:2][O:3][CH2:4][CH2:5][N:6]1[S:21]([CH2:20][CH:14]([CH2:7][c:8]1[cH:9][cH:10][cH:11][cH:12][cH:13]1)[C:15](=[O:16])[O:17][CH2:18][CH3:19])(=[O:22])=[O:23]. The reactants are CCOC(C)=O, O=C(OO)c1cccc(Cl)c1, ClCCl, Fc1cc(C(F)(F)F)ccc1C=Cc1nc(COc2ccc(CSCCn3ccnn3)cc2)co1. Product: O=S(CCn1ccnn1)Cc1ccc(OCc2coc(C=Cc3ccc(C(F)(F)F)cc3F)n2)cc1. As a reaction SMILES: [CH3:50][CH2:51][O:52][C:53](=[O:54])[CH3:55].[Cl:36][c:37]1[cH:38][c:39]([C:40]([O:41][OH:42])=[O:44])[cH:43][cH:45][cH:46]1.[Cl:47][CH2:48][Cl:49].[F:1][c:2]1[c:3]([CH:12]=[CH:13][c:14]2[o:15][cH:16][c:17]([CH2:19][O:20][c:21]3[cH:22][cH:23][c:24]([CH2:25][S:26][CH2:27][CH2:28][n:29]4[n:30][n:31][cH:32][cH:33]4)[cH:34][cH:35]3)[n:18]2)[cH:4][cH:5][c:6]([C:8]([F:9])([F:10])[F:11])[cH:7]1>>[F:1][c:2]1[c:3]([CH:12]=[CH:13][c:14]2[o:15][cH:16][c:17]([CH2:19][O:20][c:21]3[cH:22][cH:23][c:24]([CH2:25][S:26]([CH2:27][CH2:28][n:29]4[n:30][n:31][cH:32][cH:33]4)=[O:44])[cH:34][cH:35]3)[n:18]2)[cH:4][cH:5][c:6]([C:8]([F:9])([F:10])[F:11])[cH:7]1. Product: N#Cc1cccc(Cc2cc(Cl)n3nccc3n2)c1. Starting materials: [Br-], N#Cc1cccc(C[Zn+])c1, [Cl-], Clc1cc(Cl)n2nccc2n1, [NH4+], CN(C)C=O, c1ccc(P(c2ccccc2)(c2ccccc2)[Pd](P(c2ccccc2)(c2ccccc2)c2ccccc2)(P(c2ccccc2)(c2ccccc2)c2ccccc2)P(c2ccccc2)(c2ccccc2)c2ccccc2)cc1. Reaction SMILES: [Br-:12].[C:13](#[N:14])[c:15]1[cH:16][c:17]([CH2:18][Zn+:19])[cH:20][cH:21][cH:22]1.[Cl-:23].[Cl:1][c:2]1[n:3][c:4]2[n:5]([c:6]([Cl:8])[cH:7]1)[n:9][cH:10][cH:11]2.[NH4+:24].[O:102]=[CH:103][N:104]([CH3:105])[CH3:106].[cH:25]1[cH:26][cH:27][c:28]([P:29]([Pd:30]([P:31]([c:32]2[cH:33][cH:34][cH:35][cH:36][cH:37]2)([c:38]2[cH:39][cH:40][cH:41][cH:42][cH:43]2)[c:44]2[cH:45][cH:46][cH:47][cH:48][cH:49]2)([P:50]([c:51]2[cH:52][cH:53][cH:54][cH:55][cH:56]2)([c:57]2[cH:58][cH:59][cH:60][cH:61][cH:62]2)[c:63]2[cH:64][cH:65][cH:66][cH:67][cH:68]2)[P:69]([c:70]2[cH:71][cH:72][cH:73][cH:74][cH:75]2)([c:76]2[cH:77][cH:78][cH:79][cH:80][cH:81]2)[c:82]2[cH:83][cH:84][cH:85][cH:86][cH:87]2)([c:88]2[cH:89][cH:90][cH:91][cH:92][cH:93]2)[c:94]2[cH:95][cH:96][cH:97][cH:98][cH:99]2)[cH:100][cH:101]1>>[c:2]1([CH2:18][c:17]2[cH:16][c:15]([C:13]#[N:14])[cH:22][cH:21][cH:20]2)[n:3][c:4]2[n:5]([c:6]([Cl:8])[cH:7]1)[n:9][cH:10][cH:11]2. The reactants are COC1=C(C=CC(=C1)[N+](=O)[O-])C1=CC=NN1 (5-(2-Methoxy-4-nitrophenyl)-1H-pyrazole), CS(=O)(=O)OCCNC(=O)OC(C)(C)C (2-(tert-butoxycarbonylamino)ethyl methanesulfonate), HCl-salt. The product is COC1=C(C=CC(=C1)[N+](=O)[O-])C1=NN(C=C1)CCN (2-(3-(2-Methoxy-4-nitrophenyl)-1H-pyrazol-1-yl)ethanamine). As a reaction SMILES: [CH3:1][O:2][C:3]1[CH:8]=[C:7]([N+:9]([O-:11])=[O:10])[CH:6]=[CH:5][C:4]=1[C:12]1[NH:16][N:15]=[CH:14][CH:13]=1.CS(O[CH2:22][CH2:23][NH:24]C(OC(C)(C)C)=O)(=O)=O>>[CH3:1][O:2][C:3]1[CH:8]=[C:7]([N+:9]([O-:11])=[O:10])[CH:6]=[CH:5][C:4]=1[C:12]1[CH:13]=[CH:14][N:15]([CH2:22][CH2:23][NH2:24])[N:16]=1. Procedure: The title compound was prepared from 5-(2-Methoxy-4-nitrophenyl)-1H-pyrazole (1.00 g) and 2-(tert-butoxycarbonylamino)ethyl methanesulfonate (1.42 g) using the method of Example 37(c). Yield 0.24 g (as HCl-salt). 1H-NMR (400 MHz; d6-DMSO): δ 3.32 (t, 2H), 4.02 (s, 3H), 4.47 (t, 2H), 6.94 (d, 1H), 7.88-7.93 (m, 3H), 8.12 (br s, 2H), 8.22 (d, 1H). Starting materials: C(C)OC(CN1CCC(CC1)CCN1CCN(CC1)C1=CC(=CC=C1)C(F)(F)F)=O ((4-{2-[4-(3-trifluoromethylphenyl)piperazin-1-yl]ethyl}piperidin-1-yl)acetic acid ethyl ester), Cl (hydrochloric acid), [K] (potassium), C(C)#N (acetonitrile). The solvent is O1CCCC1 (tetrahydrofuran), C(C)(=O)OCC (ethyl acetate), O1CCCC1 (tetrahydrofuran). Conditions: time 30 minute. Yields the product Cl.Cl.O=C(CC#N)CN1CCC(CC1)CCN1CCN(CC1)C1=CC(=CC=C1)C(F)(F)F (3-oxo-4-(4-{2[4-(3-trifluoromethylphenyl)piperazin-1-yl]ethyl}piperidin-1-yl)butanenitrile, dihydrochloride). The yield is 14.0%. As a reaction SMILES: [K].[C:2](#[N:4])[CH3:3].C([O:7][C:8](=O)[CH2:9][N:10]1[CH2:15][CH2:14][CH:13]([CH2:16][CH2:17][N:18]2[CH2:23][CH2:22][N:21]([C:24]3[CH:29]=[CH:28][CH:27]=[C:26]([C:30]([F:33])([F:32])[F:31])[CH:25]=3)[CH2:20][CH2:19]2)[CH2:12][CH2:11]1)C.[ClH:35]>O1CCCC1.C(OCC)(=O)C>[ClH:35].[ClH:35].[O:7]=[C:8]([CH2:9][N:10]1[CH2:15][CH2:14][CH:13]([CH2:16][CH2:17][N:18]2[CH2:19][CH2:20][N:21]([C:24]3[CH:29]=[CH:28][CH:27]=[C:26]([C:30]([F:33])([F:32])[F:31])[CH:25]=3)[CH2:22][CH2:23]2)[CH2:12][CH2:11]1)[CH2:3][C:2]#[N:4] |f:6.7.8,^1:0|. Procedure details: A solution of 0.77 mL (1.3 mmol) of potassium tert-pentoxyde solution (1.7M in toluene) is added dropwise at room temperature to a stirred solution of 52 mg (1.27 mmol) of acetonitrile in 2.5 mL of tetrahydrofuran followed by dropwise addition of 0.19 g (0.44 mmol) of (4-{2-[4-(3-trifluoromethylphenyl)piperazin-1-yl]ethyl}piperidin-1-yl)acetic acid ethyl ester in 1 mL of tetrahydrofuran. After 30 minutes at room temperature, the reaction mixture is diluted with 10 mL of an aqueous 0.2N aqueous h...